This data is from the Open Reaction Database (ORD), a public repository of structured organic reaction records. The task is: describe an organic reaction: reactants, conditions, products, and yield Starting materials: C(C)(C)NC(C)C (diisopropylamine), ClC=1C=C2CC(CC2=CC1)C(=O)OC (methyl 5-chloroindane-2-carboxylate), C(CCC)[Li] (n-butyllithium), C(C=C)Br (allyl bromide), Cl (hydrochloric acid). Run in O1CCCC1 (tetrahydrofuran), O1CCCC1 (THF), CCCCCC (hexane), O1CCCC1 (THF), CCOCC (ether). Reaction conditions: time 30 minute. The product is C(C=C)C1(CC2=CC=C(C=C2C1)Cl)C(=O)OC (methyl 2-allyl-5-chloroindane-2-carboxylate). Yield: 99.9%. Reaction SMILES: [CH:1](NC(C)C)([CH3:3])[CH3:2].C([Li])CCC.[Cl:13][C:14]1[CH:15]=[C:16]2[C:20](=[CH:21][CH:22]=1)[CH2:19][CH:18]([C:23]([O:25][CH3:26])=[O:24])[CH2:17]2.C(Br)C=C.Cl>O1CCCC1.CCOCC.CCCCCC>[CH2:3]([C:18]1([C:23]([O:25][CH3:26])=[O:24])[CH2:17][C:16]2[C:20](=[CH:21][CH:22]=[C:14]([Cl:13])[CH:15]=2)[CH2:19]1)[CH:1]=[CH2:2]. Procedure: To 50 ml of anhydrous tetrahydrofuran (THF), was added 4.37 g of diisopropylamine. To the mixture was added 29 ml of a hexane solution of n-butyllithium at -60° to -50° C. under a nitrogen stream. To the resulting solution, was added a solution of 7.0 g of methyl 5-chloroindane-2-carboxylate in 10 ml of anhydrous THF at -70° to -60° C. over a period of 10 minutes. After stirring for 30 minutes at the same temperature, a solution of 5.23 g of allyl bromide in 10 ml of anhydrous THF was added drop... Starting materials: CC(C)(C)OC(=O)N(C(=O)OC(C)(C)C)c1nccc2cc(N(Cc3ccccc3)Cc3ccccc3)cc(F)c12, CCO, [OH-], [OH-], [Pd+2]. The product is CC(C)(C)OC(=O)N(C(=O)OC(C)(C)C)c1nccc2cc(N)cc(F)c12. RXN SMILES: [CH2:1]([N:8]([CH2:2][c:3]1[cH:4][cH:5][cH:6][cH:7][cH:35]1)[c:9]1[cH:10][c:11]2[cH:12][cH:13][n:14][c:15]([N:20]([C:21](=[O:22])[O:23][C:24]([CH3:25])([CH3:26])[CH3:27])[C:28](=[O:29])[O:30][C:31]([CH3:32])([CH3:33])[CH3:34])[c:16]2[c:17]([F:19])[cH:18]1)[c:36]1[cH:37][cH:38][cH:39][cH:40][cH:41]1.[CH3:45][CH2:46][OH:47].[OH-:42].[OH-:44].[Pd+2:43]>>[NH2:8][c:9]1[cH:10][c:11]2[cH:12][cH:13][n:14][c:15]([N:20]([C:21](=[O:22])[O:23][C:24]([CH3:25])([CH3:26])[CH3:27])[C:28](=[O:29])[O:30][C:31]([CH3:32])([CH3:33])[CH3:34])[c:16]2[c:17]([F:19])[cH:18]1. The reactants are CC(C(=O)NNC(=O)C1CN(CC(C1)C1=CC=C(C=C1)OC(F)(F)F)C(=O)N1CCOCC1)C (N′-(2-Methylpropanoyl)-1-(morpholin-4-ylcarbonyl)-5-[4-(trifluoromethoxy)phenyl]piperidine-3-carbohydrazide), COC=1C=CC(=CC1)P2(=S)SP(=S)(S2)C=3C=CC(=CC3)OC (Lawesson reagent). Product: N1(CCOCC1)C(=O)N1CC(CC(C1)C1=CC=C(C=C1)OC(F)(F)F)C=1SC(=NN1)C(C)C (Morpholin-4-yl{3-[5-(propan-2-yl)-1,3,4-thiadiazol-2-yl]-5-[4-(trifluoromethoxy)phenyl]piperidin-1-yl}methanone). RXN SMILES: [CH3:1][CH:2]([CH3:34])[C:3]([NH:5][NH:6][C:7]([CH:9]1[CH2:14][CH:13]([C:15]2[CH:20]=[CH:19][C:18]([O:21][C:22]([F:25])([F:24])[F:23])=[CH:17][CH:16]=2)[CH2:12][N:11]([C:26]([N:28]2[CH2:33][CH2:32][O:31][CH2:30][CH2:29]2)=[O:27])[CH2:10]1)=O)=O.COC1C=CC(P2(SP(C3C=CC(OC)=CC=3)(=S)S2)=[S:44])=CC=1>>[N:28]1([C:26]([N:11]2[CH2:12][CH:13]([C:15]3[CH:20]=[CH:19][C:18]([O:21][C:22]([F:25])([F:24])[F:23])=[CH:17][CH:16]=3)[CH2:14][CH:9]([C:7]3[S:44][C:3]([CH:2]([CH3:34])[CH3:1])=[N:5][N:6]=3)[CH2:10]2)=[O:27])[CH2:33][CH2:32][O:31][CH2:30][CH2:29]1. Reported procedure: 79 mg (0.155 mmol) of the compound from Example 122A and 126 mg (0.310 mmol) of Lawesson reagent were reacted according to the General Method 9. Yield: 17 mg (22% of theory) Reactants: O[C@@H](CN1C2COCC1CNC2)C2=C(C1=C(C(OC1)=O)C=C2)C (5-[(1R)-1-Hydroxy-2-(3-oxa-7,9-diazabicyclo[3.3.1]non-9-yl)ethyl]-4-methyl-2-benzofuran-1-(3H)-one), O[C@@H](CN1C2COCC1CNC2)C2=C(C1=C(C(OC1)=O)C=C2)C (5-[(1R)-1-Hydroxy-2-(3-oxa-7,9-diazabicyclo[3.3.1]non-9-yl)ethyl]-4-methyl-2-benzofuran-1-(3H)-one), C[C@H]1OC(C2=CC=C(C=C2C1)C1OC1)=O ((3R)-3-Methyl-6-(oxiran-2-yl)-3,4-dihydro-1H-isochromen-1-one), C[C@H]1OC(C2=CC=C(C=C2C1)C1OC1)=O ((3R)-3-Methyl-6-(oxiran-2-yl)-3,4-dihydro-1H-isochromen-1-one). The product is OC(CN1CC2COCC(C1)N2C[C@@H](C=2C(=C1COC(C1=CC2)=O)C)O)C=2C=C1C[C@H](OC(C1=CC2)=O)C ((3R)-6-(1-Hydroxy-2-(9-((R)-2-hydroxy-2-(4-methyl-1-oxo-1,3-dihydroisobenzofuran-5-yl)ethyl)-3-oxa-7,9-diazabicyclo[3.3.1]nonan-7-yl)ethyl)-3-methylisochroman-1-one). RXN SMILES: [OH:1][C@H:2]([C:13]1[CH:22]=[CH:21][C:16]2[C:17](=[O:20])[O:18][CH2:19][C:15]=2[C:14]=1[CH3:23])[CH2:3][N:4]1[CH:9]2[CH2:10][NH:11][CH2:12][CH:5]1[CH2:6][O:7][CH2:8]2.[CH3:24][C@@H:25]1[CH2:34][C:33]2[C:28](=[CH:29][CH:30]=[C:31]([CH:35]3[CH2:37][O:36]3)[CH:32]=2)[C:27](=[O:38])[O:26]1>>[OH:36][CH:35]([C:31]1[CH:32]=[C:33]2[C:28](=[CH:29][CH:30]=1)[C:27](=[O:38])[O:26][C@H:25]([CH3:24])[CH2:34]2)[CH2:37][N:11]1[CH2:12][CH:5]2[N:4]([CH2:3][C@H:2]([OH:1])[C:13]3[C:14]([CH3:23])=[C:15]4[C:16](=[CH:21][CH:22]=3)[C:17](=[O:20])[O:18][CH2:19]4)[CH:9]([CH2:8][O:7][CH2:6]2)[CH2:10]1. Procedure: (3R)-6-(1-Hydroxy-2-(9-((R)-2-hydroxy-2-(4-methyl-1-oxo-1,3-dihydroisobenzofuran-5-yl)ethyl)-3-oxa-7,9-diazabicyclo[3.3.1]nonan-7-yl)ethyl)-3-methylisochroman-1-one was prepared initially as a mixture of two diastereomers from 5-[(1R)-1-hydroxy-2-(3-oxa-7,9-diazabicyclo[3.3.1]non-9-yl)ethyl]-4-methyl-2-benzofuran-1(3H)-one [INTERMEDIATE 17] and (3R)-3-Methyl-6-(oxiran-2-yl)-3,4-dihydro-1H-isochromen-1-one [INTERMEDIATE 23, STEP B] in an analogous fashion to that described for the synthesis of EX... The reactants are CC(C)(C)O, CCCCCC, O=C=NS(=O)(=O)Cl, c1ccccc1. Product: CC(C)(C)OC(=O)NS(=O)(=O)Cl. RXN SMILES: [C:1]([CH3:2])([CH3:3])([CH3:4])[OH:5].[CH3:13][CH2:14][CH2:15][CH2:16][CH2:17][CH3:18].[Cl:6][S:7](=[O:8])(=[O:9])[N:10]=[C:11]=[O:12].[cH:19]1[cH:20][cH:21][cH:22][cH:23][cH:24]1>>[C:1]([CH3:2])([CH3:3])([CH3:4])[O:5][C:11]([NH:10][S:7]([Cl:6])(=[O:8])=[O:9])=[O:12]. Starting materials: C1(CCC1)COC1=NN(C2=NC=C(C=C21)NC(C2=C(C(=CC=C2F)NS(=O)(=O)CCC)F)=O)CC2=CC=C(C=C2)OC (N-(3-(Cyclobutylmethoxy)-1-(4-methoxybenzyl)-1H-pyrazolo[3,4-b]pyridin-5-yl)-2,6-difluoro-3-(propylsulfonamido)benzamide). Run in C(=O)(C(F)(F)F)O (TFA). Conditions: temperature 50 celsius. The product is C1(CCC1)COC1=NNC2=NC=C(C=C21)NC(C2=C(C(=CC=C2F)NS(=O)(=O)CCC)F)=O (N-(3-(cyclobutylmethoxy)-1H-pyrazolo[3,4-b]pyridin-5-yl)-2,6-difluoro-3-(propylsulfonamido)benzamide). The yield is 22.3%. RXN SMILES: [CH:1]1([CH2:5][O:6][C:7]2[C:15]3[C:10](=[N:11][CH:12]=[C:13]([NH:16][C:17](=[O:33])[C:18]4[C:23]([F:24])=[CH:22][CH:21]=[C:20]([NH:25][S:26]([CH2:29][CH2:30][CH3:31])(=[O:28])=[O:27])[C:19]=4[F:32])[CH:14]=3)[N:9](CC3C=CC(OC)=CC=3)[N:8]=2)[CH2:4][CH2:3][CH2:2]1>C(O)(C(F)(F)F)=O>[CH:1]1([CH2:5][O:6][C:7]2[C:15]3[C:10](=[N:11][CH:12]=[C:13]([NH:16][C:17](=[O:33])[C:18]4[C:23]([F:24])=[CH:22][CH:21]=[C:20]([NH:25][S:26]([CH2:29][CH2:30][CH3:31])(=[O:27])=[O:28])[C:19]=4[F:32])[CH:14]=3)[NH:9][N:8]=2)[CH2:4][CH2:3][CH2:2]1. Procedure: N-(3-(Cyclobutylmethoxy)-1-(4-methoxybenzyl)-1H-pyrazolo[3,4-b]pyridin-5-yl)-2,6-difluoro-3-(propylsulfonamido)benzamide (0.017 g, 0.028 mmol) was dissolved in TFA (3 mL) and warmed to 50° C. for 16 hours. The mixture was then heated to 70° C. for 3 hours. The reaction mixture was then concentrated under reduced pressure, and the resulting residue was dissolved in DCM (10 mL), washed with saturated sodium bicarbonate solution (2×), dried over sodium sulfate and concentrated under reduced pressur...